This data is from the Open Reaction Database (ORD), a public repository of structured organic reaction records. The task is: describe an organic reaction: reactants, conditions, products, and yield Reactants: CCO, CCOC(=O)c1nnc(-c2cc(Cl)ccc2OC(C)c2nnc(-c3ccccc3C(F)(F)F)n2C)o1, N, O. Yields the product CC(Oc1ccc(Cl)cc1-c1nnc(C(N)=O)o1)c1nnc(-c2ccccc2C(F)(F)F)n1C. RXN SMILES: [CH3:39][CH2:40][OH:41].[Cl:2][c:3]1[cH:4][cH:5][c:6]([O:19][CH:20]([CH3:21])[c:22]2[n:23][n:24][c:25](-[c:28]3[c:29]([C:34]([F:35])([F:36])[F:37])[cH:30][cH:31][cH:32][cH:33]3)[n:26]2[CH3:27])[c:7](-[c:9]2[n:10][n:11][c:12]([C:14]([O:16][CH2:15][CH3:17])=[O:18])[o:13]2)[cH:8]1.[NH3:1].[OH2:38]>>[NH2:1][C:14]([c:12]1[n:11][n:10][c:9](-[c:7]2[c:6]([O:19][CH:20]([CH3:21])[c:22]3[n:23][n:24][c:25](-[c:28]4[c:29]([C:34]([F:35])([F:36])[F:37])[cH:30][cH:31][cH:32][cH:33]4)[n:26]3[CH3:27])[cH:5][cH:4][c:3]([Cl:2])[cH:8]2)[o:13]1)=[O:16].